Dataset: the Open Reaction Database (ORD), a public repository of structured organic reaction records. Task: describe an organic reaction: reactants, conditions, products, and yield The reactants are O (water), C1(=CC=C(C=C1)CN1C=C(C(C=2C(CCCC12)O)=O)C(=O)OCC)C1=CC=CC=C1 (Racemic ethyl 1-(biphenyl-4-ylmethyl)-5-hydroxy-4-oxo-1,4,5,6,7,8-hexahydroquinoline-3-carboxylate), CI (methyl iodide), [H-].[Na+] (sodium hydride). The solvent is CN(C=O)C (N,N-dimethylformamide). Run at temperature 0 celsius, time 15 minute. Product: C1(=CC=C(C=C1)CN1C=C(C(C=2C(CCCC12)OC)=O)C(=O)OCC)C1=CC=CC=C1 (racemic ethyl 1-(biphenyl-4-ylmethyl)-5-methoxy-4-oxo-1,4,5,6,7,8-hexahydroquinoline-3-carboxylate). Reaction SMILES: [C:1]1([C:25]2[CH:30]=[CH:29][CH:28]=[CH:27][CH:26]=2)[CH:6]=[CH:5][C:4]([CH2:7][N:8]2[C:17]3[CH2:16][CH2:15][CH2:14][CH:13]([OH:18])[C:12]=3[C:11](=[O:19])[C:10]([C:20]([O:22][CH2:23][CH3:24])=[O:21])=[CH:9]2)=[CH:3][CH:2]=1.[H-].[Na+].[CH3:33]I.O>CN(C)C=O>[C:1]1([C:25]2[CH:26]=[CH:27][CH:28]=[CH:29][CH:30]=2)[CH:2]=[CH:3][C:4]([CH2:7][N:8]2[C:17]3[CH2:16][CH2:15][CH2:14][CH:13]([O:18][CH3:33])[C:12]=3[C:11](=[O:19])[C:10]([C:20]([O:22][CH2:23][CH3:24])=[O:21])=[CH:9]2)=[CH:5][CH:6]=1 |f:1.2|. Procedure: Racemic ethyl 1-(biphenyl-4-ylmethyl)-5-hydroxy-4-oxo-1,4,5,6,7,8-hexahydroquinoline-3-carboxylate (Example 17, 174 mg, 0.431 mmol) was dissolved in degassed N,N-dimethylformamide (2 mL), cooled to 0° C. under an atmosphere of nitrogen and treated with sodium hydride (19 mg, 0.47 mmol, 60% dispersion in mineral oil, 1.1 equiv) and then methyl iodide (0.096 mL, 1.55 mmol, 3.6 equiv). After stirring for 15 min, the mixture was warmed to ambient temperature and stirred for an additional 1 hr. The r... The reactants are C(O)([O-])=O.[Na+] (sodium hydrogencarbonate), ClC1=NC(=CC(=N1)N(C)C)C (2-Chloro-4-dimethylamino-6-methylpyrimidine), NC1CN(CC1O)C(=O)OC(C)(C)C (t-butyl (3RS,4RS)-3-amino-4-hydroxypyrrolidine-1-carboxylate), C(C)(C)N(C(C)C)CC (N,N-diisopropylethylamine). Solvent: C(Cl)(Cl)Cl (chloroform), C(CCC)O (n-butanol). Product: CN(C1=NC(=NC(=C1)C)NC1CN(CC1O)C(=O)OC(C)(C)C)C (t-butyl (3RS,4RS)-3-(4-dimethylamino-6-methylpyrimidin-2-ylamino)-4-hydroxypyrrolidine-1-carboxylate). Isolated yield 85.7%. Reaction SMILES: Cl[C:2]1[N:7]=[C:6]([N:8]([CH3:10])[CH3:9])[CH:5]=[C:4]([CH3:11])[N:3]=1.[NH2:12][CH:13]1[CH:17]([OH:18])[CH2:16][N:15]([C:19]([O:21][C:22]([CH3:25])([CH3:24])[CH3:23])=[O:20])[CH2:14]1.C(N(CC)C(C)C)(C)C.C(=O)([O-])O.[Na+]>C(Cl)(Cl)Cl.C(O)CCC>[CH3:9][N:8]([CH3:10])[C:6]1[CH:5]=[C:4]([CH3:11])[N:3]=[C:2]([NH:12][CH:13]2[CH:17]([OH:18])[CH2:16][N:15]([C:19]([O:21][C:22]([CH3:25])([CH3:24])[CH3:23])=[O:20])[CH2:14]2)[N:7]=1 |f:3.4|. Procedure details: 2-Chloro-4-dimethylamino-6-methylpyrimidine (3.5 g), t-butyl (3RS,4RS)-3-amino-4-hydroxypyrrolidine-1-carboxylate (4.5 g), N,N-diisopropylethylamine (5.3 mL), and n-butanol (10 mL) were stirred at 120° C. for 8 days. To the reaction mixture were added chloroform and saturated aqueous sodium hydrogencarbonate to separate the layers. The aqueous layer was extracted with chloroform, then the organic layer was dried with anhydrous sodium sulfate, the desiccant was removed by filtration, and then the... The reactants are Nc1ncnc2[nH]c(Sc3cc4c(cc3Br)OCO4)nc12, BrCC(c1ccccc1)C1CCCC1. The product is Nc1ncnc2c1nc(Sc1cc3c(cc1Br)OCO3)n2CC(c1ccccc1)C1CCCC1. Reaction SMILES: [Br:1][c:2]1[c:3]([S:11][c:12]2[nH:13][c:14]3[n:15][cH:16][n:17][c:18]([NH2:21])[c:19]3[n:20]2)[cH:4][c:5]2[c:6]([cH:10]1)[O:7][CH2:8][O:9]2.[Br:22][CH2:23][CH:24]([CH:25]1[CH2:26][CH2:27][CH2:28][CH2:29]1)[c:30]1[cH:31][cH:32][cH:33][cH:34][cH:35]1>>[Br:1][c:2]1[c:3]([S:11][c:12]2[n:13]([CH2:23][CH:24]([CH:25]3[CH2:26][CH2:27][CH2:28][CH2:29]3)[c:30]3[cH:31][cH:32][cH:33][cH:34][cH:35]3)[c:14]3[n:15][cH:16][n:17][c:18]([NH2:21])[c:19]3[n:20]2)[cH:4][c:5]2[c:6]([cH:10]1)[O:7][CH2:8][O:9]2.